Dataset: the Open Reaction Database (ORD), a public repository of structured organic reaction records. Task: describe an organic reaction: reactants, conditions, products, and yield Starting materials: ClC=1C=CC(=C(C1)N1CCN(CC1)CCCNC1=NC=C(N=C1)C(=O)OC)OC (methyl 2-[[3-[4-(5-chloro-2-methoxyphenyl)piperain-1-yl]propyl]amino]-pyrazine-5-carboxylate), NCCNC(OC(C)(C)C)=O (1,1-dimethylethyl 2-aminoethylcarbamate). Solvent: CC(C)O (2-propanol). The product is ClC=1C=CC(=C(C1)N1CCN(CC1)CCCNC1=NC=C(N=C1)C(=O)NCCNC(OC(C)(C)C)=O)OC (1,1-Dimethylethyl 2-[[[2-[[3-[4-(5-chloro-2-methoxyphenyl)piperazin-1-yl]propyl]amino]pyrazin-5-yl]carbonyl]amino]ethylcarbamate). Reaction SMILES: [Cl:1][C:2]1[CH:3]=[CH:4][C:5]([O:28][CH3:29])=[C:6]([N:8]2[CH2:13][CH2:12][N:11]([CH2:14][CH2:15][CH2:16][NH:17][C:18]3[CH:23]=[N:22][C:21]([C:24](OC)=[O:25])=[CH:20][N:19]=3)[CH2:10][CH2:9]2)[CH:7]=1.[NH2:30][CH2:31][CH2:32][NH:33][C:34](=[O:40])[O:35][C:36]([CH3:39])([CH3:38])[CH3:37]>CC(O)C>[Cl:1][C:2]1[CH:3]=[CH:4][C:5]([O:28][CH3:29])=[C:6]([N:8]2[CH2:9][CH2:10][N:11]([CH2:14][CH2:15][CH2:16][NH:17][C:18]3[CH:23]=[N:22][C:21]([C:24]([NH:30][CH2:31][CH2:32][NH:33][C:34](=[O:40])[O:35][C:36]([CH3:37])([CH3:39])[CH3:38])=[O:25])=[CH:20][N:19]=3)[CH2:12][CH2:13]2)[CH:7]=1. Procedure: 4 g (0.0095 mol) of methyl 2-[[3-[4-(5-chloro-2-methoxyphenyl)piperain-1-yl]propyl]amino]-pyrazine-5-carboxylate and 3.05 g (0.02 mol) of 1,1-dimethylethyl 2-aminoethylcarbamate are introduced into 10 ml of 2-propanol in a 0.5 l round-bottomed flask and the mixture is heated at reflux for 2 days. Starting materials: COC(=O)c1ccc(N2CCOCC2)cc1O, CO, [Li+], [OH-], O, O. Yields the product O=C(O)c1ccc(N2CCOCC2)cc1O. As a reaction SMILES: [CH3:1][O:2][C:3]([c:4]1[c:5]([OH:16])[cH:6][c:7]([N:10]2[CH2:11][CH2:12][O:13][CH2:14][CH2:15]2)[cH:8][cH:9]1)=[O:17].[CH3:22][OH:23].[Li+:21].[OH-:20].[OH2:18].[OH2:19]>>[O:2]=[C:3]([c:4]1[c:5]([OH:16])[cH:6][c:7]([N:10]2[CH2:11][CH2:12][O:13][CH2:14][CH2:15]2)[cH:8][cH:9]1)[OH:17]. Reactants: Cl (hydrochloric acid), C(C)(=O)NC1C2=C(S(C(C1)CCC)(=O)=O)SC(=C2)S(=O)(=O)N (5,6-Dihydro-4-acetamido-6-(n-propyl)-4H-thieno[2,3-b]thiopyran-2-sulfonamide-7,7-dioxide), S(C)C ((CH3)2S), BH3. The solvent is O1CCCC1 (tetrahydrofuran). Reaction conditions: temperature 0 celsius, time 8 hour. The product is C(C)N[C@@H]1C2=C(S([C@H](C1)CCC)(=O)=O)SC(=C2)S(=O)(=O)N (Trans-5,6-dihydro-4-ethylamino-6-(n-propyl)-4H-thieno[2,3-b]thiopyran-2-sulfonamide-7,7-dioxide). The yield is 88.3%. Reaction SMILES: [C:1]([NH:4][CH:5]1[CH2:10][CH:9]([CH2:11][CH2:12][CH3:13])[S:8](=[O:15])(=[O:14])[C:7]2[S:16][C:17]([S:19]([NH2:22])(=[O:21])=[O:20])=[CH:18][C:6]1=2)(=O)[CH3:2].S(C)C.Cl>O1CCCC1>[CH2:1]([NH:4][C@H:5]1[CH2:10][C@H:9]([CH2:11][CH2:12][CH3:13])[S:8](=[O:15])(=[O:14])[C:7]2[S:16][C:17]([S:19]([NH2:22])(=[O:21])=[O:20])=[CH:18][C:6]1=2)[CH3:2]. Procedure details: A flask fitted with a short path distillation head was charged with a solution of 7 (53.3 g, 0.145 mol) in 1000 ml of tetrahydrofuran. After blanketing the system with argon, the solution was treated with 10.0M BH3.(CH3)2S (51 ml, 0.5 mol) at a rate sufficient to maintain reasonable gas evolution. Upon addition, the flask was gently warmed to collect (CH3)2S. After equilibrating to room temperature overnight, the solution was chilled to 0° C. and was then treated with 80 ml of absolute ethanol f... Starting materials: C1(CC1)C=1C=C(C(=NC1)N1CCN(CC1)C(=O)C=1C=NC(=CC1C)F)C ([4-(5-cyclopropyl-3-methylpyridin-2-yl)piperazin-1-yl](6-fluoro-4-methylpyridin-3-yl)methanone), COC1=CC=C(CN)C=C1 (4-methoxybenzylamine). Run in O (water). Conditions: temperature 100 celsius, time 5 hour. The product is NC1=CC(=C(C=N1)C(=O)N1CCN(CC1)C1=NC=C(C=C1C)C1CC1)C ((6-amino-4-methylpyridin-3-yl) [4-(5-cyclopropyl-3-methylpyridin-2-yl)piperazin-1-yl]methanone). Yield: 74.4%. Reaction SMILES: [CH:1]1([C:4]2[CH:5]=[C:6]([CH3:26])[C:7]([N:10]3[CH2:15][CH2:14][N:13]([C:16]([C:18]4[CH:19]=[N:20][C:21](F)=[CH:22][C:23]=4[CH3:24])=[O:17])[CH2:12][CH2:11]3)=[N:8][CH:9]=2)[CH2:3][CH2:2]1.COC1C=CC(C[NH2:34])=CC=1>O>[NH2:34][C:21]1[N:20]=[CH:19][C:18]([C:16]([N:13]2[CH2:14][CH2:15][N:10]([C:7]3[C:6]([CH3:26])=[CH:5][C:4]([CH:1]4[CH2:3][CH2:2]4)=[CH:9][N:8]=3)[CH2:11][CH2:12]2)=[O:17])=[C:23]([CH3:24])[CH:22]=1. Procedure details: A mixture of [4-(5-cyclopropyl-3-methylpyridin-2-yl)piperazin-1-yl](6-fluoro-4-methylpyridin-3-yl)methanone (1.45 g) described in Preparation Example 140 and 4-methoxybenzylamine (1.12 g) was stirred at 100° C. for 5 hr. The reaction mixture was cooled, water was added, and the mixture was extracted with chloroform. The organic layer was washed with saturated brine, and the solvent was evaporated. The obtained residue was dissolved in dichloromethane (10 mL), trifluoroacetic acid (20 mL) was add... The reactants are CC(C)(C)OC(=O)N1CCOC2CN(c3ccc(N4CC(CI)OC4=O)cc3F)CC21, [N-]=[N+]=[N-], [Na+], CN(C)C=O. Product: CC(C)(C)OC(=O)N1CCOC2CN(c3ccc(N4CC(CN=[N+]=[N-])OC4=O)cc3F)CC21. As a reaction SMILES: [F:5][c:6]1[c:7]([N:20]2[CH2:21][CH:22]3[O:23][CH2:24][CH2:25][N:26]([C:29](=[O:30])[O:31][C:32]([CH3:33])([CH3:34])[CH3:35])[CH:27]3[CH2:28]2)[cH:8][cH:9][c:10]([N:12]2[C:13](=[O:19])[O:14][CH:15]([CH2:17][I:18])[CH2:16]2)[cH:11]1.[N-:2]=[N+:3]=[N-:4].[Na+:1].[O:36]=[CH:37][N:38]([CH3:39])[CH3:40]>>[N:2](=[N+:3]=[N-:4])[CH2:17][CH:15]1[O:14][C:13](=[O:19])[N:12]([c:10]2[cH:9][cH:8][c:7]([N:20]3[CH2:21][CH:22]4[O:23][CH2:24][CH2:25][N:26]([C:29](=[O:30])[O:31][C:32]([CH3:33])([CH3:34])[CH3:35])[CH:27]4[CH2:28]3)[c:6]([F:5])[cH:11]2)[CH2:16]1. Starting materials: CC1=C(NC(=C1)C)C(C(=O)O)=C1C(NC2=CC=CC=C12)=O ((3,5-Dimethyl-1H-pyrrol-2-yl)-(2-oxo-1,2-dihydroindol-3-ylidene)-acetic acid), ClC=1C=C(N)C=CC1F (3-chloro-4-fluoroaniline). The product is ClC=1C=C(C=CC1F)NC(C(=C1C(NC2=CC=CC=C12)=O)C=1NC(=CC1C)C)=O (N-(3-Chloro-4-fluorophenyl)-2-(3,5-dimethyl-1H-pyrrol-2-yl)-2-(2-oxo-1,2-dihydroindol-3-ylidene)-acetamide). RXN SMILES: [CH3:1][C:2]1[CH:6]=[C:5]([CH3:7])[NH:4][C:3]=1[C:8](=[C:12]1[C:20]2[C:15](=[CH:16][CH:17]=[CH:18][CH:19]=2)[NH:14][C:13]1=[O:21])[C:9](O)=[O:10].[Cl:22][C:23]1[CH:24]=[C:25]([CH:27]=[CH:28][C:29]=1[F:30])[NH2:26]>>[Cl:22][C:23]1[CH:24]=[C:25]([NH:26][C:9](=[O:10])[C:8]([C:3]2[NH:4][C:5]([CH3:7])=[CH:6][C:2]=2[CH3:1])=[C:12]2[C:20]3[C:15](=[CH:16][CH:17]=[CH:18][CH:19]=3)[NH:14][C:13]2=[O:21])[CH:27]=[CH:28][C:29]=1[F:30]. Reported procedure: (3,5-Dimethyl-1H-pyrrol-2-yl)-(2-oxo-1,2-dihydroindol-3-ylidene)-acetic acid (90 mg) was reacted with 3-chloro-4-fluoroaniline (90 mg) using method B to give the title compound. Reactants: [OH-].[Na+] (sodium hydroxide), COC(COC1=C(C=CC(=C1)C)F)OC (2-(2,2-dimethoxy-ethoxy)-1-fluoro-4-methyl-benzene), polyphosphoric acid. The solvent is C1(=CC=CC=C1)C (toluene), C1(=CC=CC=C1)C (toluene). Yields the product FC1=CC=C(C=2C=COC21)C (7-Fluoro-4-methyl-benzofuran). The yield is 42.2%. As a reaction SMILES: CO[CH:3](OC)[CH2:4][O:5][C:6]1[CH:11]=[C:10]([CH3:12])[CH:9]=[CH:8][C:7]=1[F:13].[OH-].[Na+]>C1(C)C=CC=CC=1>[F:13][C:7]1[C:6]2[O:5][CH:4]=[CH:3][C:11]=2[C:10]([CH3:12])=[CH:9][CH:8]=1 |f:1.2|. Procedure details: A solution of 2-(2,2-dimethoxy-ethoxy)-1-fluoro-4-methyl-benzene (48 g) in toluene (50 ml) was added dropwise to a refluxing solution of polyphosphoric acid (100 g) in toluene (350 ml) under nitrogen. The mixture was heated under reflux for 3 h, cooled to room temperature and sodium hydroxide (2N; 800 ml) added. The mixture was extracted with ether (3×300 ml) and the combined organic extracts washed with brine (2×300 ml) and dried (MgSO4). The solvent was evaporated and the residue purified by c... The reactants are C(CCCCCCCCCCC(=O)[O-])(=O)OC (Dodecanedioic acid, mono methyl ester), ice, CNC1=C(C=CC=C1)OCC1=CC=CC=C1 (N-Methyl-2-Benzyloxyaniline), N1=CC=CC=C1 (pyridine). Run in C(Cl)Cl (methylene chloride), C(Cl)Cl (methylene chloride), C(Cl)Cl (methylene chloride). Reaction conditions: time 30 minute. Product: C(=O)(OC)CCCCCCCCCCC(=O)N(C1=C(C=CC=C1)OCC1=CC=CC=C1)C (N-(11-(Carbomethoxy)undecanoyl)-N-Methyl-2-Benzyloxyaniline). The yield is 76.2%. Reaction SMILES: [CH3:1][NH:2][C:3]1[CH:8]=[CH:7][CH:6]=[CH:5][C:4]=1[O:9][CH2:10][C:11]1[CH:16]=[CH:15][CH:14]=[CH:13][CH:12]=1.N1C=CC=CC=1.[C:23]([O:38][CH3:39])(=[O:37])[CH2:24][CH2:25][CH2:26][CH2:27][CH2:28][CH2:29][CH2:30][CH2:31][CH2:32][CH2:33][C:34]([O-:36])=O>C(Cl)Cl>[C:23]([CH2:24][CH2:25][CH2:26][CH2:27][CH2:28][CH2:29][CH2:30][CH2:31][CH2:32][CH2:33][C:34]([N:2]([CH3:1])[C:3]1[CH:8]=[CH:7][CH:6]=[CH:5][C:4]=1[O:9][CH2:10][C:11]1[CH:12]=[CH:13][CH:14]=[CH:15][CH:16]=1)=[O:36])([O:38][CH3:39])=[O:37]. Procedure details: To a stirred ice-cold solution of (27) (0.21 g., 1.0 mM) in dried methylene chloride (10 mL) containing anhydrous pyridine (0.3 mL) is added (7) (0.27 g., 1.03 mM), dissolved in 5 methylene chloride (5 mL), dropwise over 1 minute (some methylene chloride used as a rinse). After stirring cold for 30 minutes, the mixture is allowed to stir at ambient temperature for completion of the reaction. The reaction mixture is washed 1× with 1N HCL, dried (Na2SO4) and filtered. Flash chromatography (silica ... Starting materials: ClC=1C=C2C(=CNC2=CC1)CN1N=C2N(C(NC(C2=C1C=1N(C=CN1)C)=O)=O)CC(C)C (2-[(5-chloro-1H-indol-3-yl)methyl]-7-isobutyl-3-(1-methyl-1H-imidazol-2-yl)-2H-pyrazolo[3,4-d]pyrimidine-4,6(5H,7H)-dione), BrCCO (2-bromoethanol), C([O-])([O-])=O.[K+].[K+] (potassium carbonate). Yields the product ClC=1C=C2C(=CNC2=CC1)CN1N=C2N(C(N(C(C2=C1C=1N(C=CN1)C)=O)CCO)=O)CC(C)C (2-[(5-chloro-1H-indol-3-yl)methyl]-5-(2-hydroxyethyl)-7-isobutyl-3-(1-methyl-1H-imidazol-2-yl)-2H-pyrazolo[3,4-d]pyrimidine-4,6(5H,7H)-dione). Reaction SMILES: [Cl:1][C:2]1[CH:3]=[C:4]2[C:8](=[CH:9][CH:10]=1)[NH:7][CH:6]=[C:5]2[CH2:11][N:12]1[C:20]([C:21]2[N:22]([CH3:26])[CH:23]=[CH:24][N:25]=2)=[C:19]2[C:14]([N:15]([CH2:29][CH:30]([CH3:32])[CH3:31])[C:16](=[O:28])[NH:17][C:18]2=[O:27])=[N:13]1.Br[CH2:34][CH2:35][OH:36].C(=O)([O-])[O-].[K+].[K+]>>[Cl:1][C:2]1[CH:3]=[C:4]2[C:8](=[CH:9][CH:10]=1)[NH:7][CH:6]=[C:5]2[CH2:11][N:12]1[C:20]([C:21]2[N:22]([CH3:26])[CH:23]=[CH:24][N:25]=2)=[C:19]2[C:14]([N:15]([CH2:29][CH:30]([CH3:32])[CH3:31])[C:16](=[O:28])[N:17]([CH2:34][CH2:35][OH:36])[C:18]2=[O:27])=[N:13]1 |f:2.3.4|. Reported procedure: This compound was synthesized by the reaction of 2-[(5-chloro-1H-indol-3-yl)methyl]-7-isobutyl-3-(1-methyl-1H-imidazol-2-yl)-2H-pyrazolo[3,4-d]pyrimidine-4,6(5H,7H)-dione and 2-bromoethanol using potassium carbonate as a base. Mass: 496.17 (M+H).